Dataset: the Open Reaction Database (ORD), a public repository of structured organic reaction records. Task: describe an organic reaction: reactants, conditions, products, and yield Starting materials: Cl.N1=C(C=CC=C1)CCl (2-picolyl chloride hydrochloride), C(C)OC(=O)C1=NNC(=C1)C1=NC=CC=C1 (5-(2-pyridinyl)pyrazole-3-carboxylic acid ethyl ester), CN(C=O)C (dimethylformamide), [H-].[Na+] (sodium hydride). Run in O (water). Reaction conditions: temperature 50 celsius, time 8 hour. Yields the product C(C)OC(=O)C1=CC(=NN1C(C)C1=NC=CC=C1)C1=NC=CC=C1 (1-(1-(2-pyridinyl)ethyl)-3-(2-pyridinyl)pyrazole-5-carboxylic acid ethyl ester). Reaction SMILES: [CH2:1]([O:3][C:4]([C:6]1[CH:10]=[C:9]([C:11]2[CH:16]=[CH:15][CH:14]=[CH:13][N:12]=2)[NH:8][N:7]=1)=[O:5])[CH3:2].[CH3:17]N(C)C=O.[H-].[Na+].Cl.[N:25]1[CH:30]=[CH:29][CH:28]=[CH:27][C:26]=1[CH2:31]Cl>O>[CH2:1]([O:3][C:4]([C:6]1[N:7]([CH:31]([C:26]2[CH:27]=[CH:28][CH:29]=[CH:30][N:25]=2)[CH3:17])[N:8]=[C:9]([C:11]2[CH:16]=[CH:15][CH:14]=[CH:13][N:12]=2)[CH:10]=1)=[O:5])[CH3:2] |f:2.3,4.5|. Procedure: To a stirred mixture of 5-(2-pyridinyl)pyrazole-3-carboxylic acid ethyl ester (4.34 g) and anhydrous dimethylformamide (40 ml) at room temperature, 1.92 g of 60% sodium hydride oil suspension were added. After the bubbling had stopped, 3.60 g of 2-picolyl chloride hydrochloride were added. The resulting mixture was stirred at 50° C. overnight, poured into 300 ml of water and extracted with ethyl acetate (2×300 ml). The organic solution was dried over sodium sulfate and rotavaped. The residue was...